The task is: describe an organic reaction: reactants, conditions, products, and yield. This data is from the Open Reaction Database (ORD), a public repository of structured organic reaction records. The reagents and catalysts are [Pd] (Pd/C). Conditions: temperature 70 celsius. Starting materials: C1CCOC1.CO (THF CH3OH), COC(=O)C1=CC=C(C=2OCCCOC21)[N+](=O)[O-] (9-nitro-3,4-dihydro-2H-benzo[b][1,4]dioxepine-6-carboxylic acid methyl ester). Run in 1/1, C(C)OCC (diethyl ether). Reaction SMILES: [CH3:1][O:2][C:3]([C:5]1[C:15]2[O:14][CH2:13][CH2:12][CH2:11][O:10][C:9]=2[C:8]([N+:16]([O-])=O)=[CH:7][CH:6]=1)=[O:4].C1COCC1.CO>C(OCC)C.[Pd]>[CH3:1][O:2][C:3]([C:5]1[C:15]2[O:14][CH2:13][CH2:12][CH2:11][O:10][C:9]=2[C:8]([NH2:16])=[CH:7][CH:6]=1)=[O:4] |f:1.2|. Yields the product COC(=O)C1=CC=C(C=2OCCCOC21)N (9-Amino-3,4-dihydro-2H-benzo[b][1,4]dioxepine-6-carboxylic acid methyl ester). Reported procedure: To a mixture of 9-nitro-3,4-dihydro-2H-benzo[b][1,4]dioxepine-6-carboxylic acid methyl ester (C-5; 2.53 g) and Pd/C (450 mg) suspended in 90 mL of a 1/1 mixture of THF/CH3OH was added HCO2HN4 (3.153 g) and the resulting reaciton heated to 70° C. for 30 minutes. The reaction was diluted with 900 mL of diethyl ether. The resulting solution was filtered through celite and the organic solvent removed in vacuo to yield 2.152 g of white crystalline soldid. AP+ 192 (—OCH3). Reaction SMILES: [Cl-].[Al+3].[Cl-].[Cl-].[F:5][C:6]([F:22])([F:21])[CH2:7][O:8][C:9]1[CH:14]=[CH:13][C:12]([O:15][CH2:16][C:17]([F:20])([F:19])[F:18])=[CH:11][CH:10]=1.[C:23](OC(=O)C)(=[O:25])[CH3:24].Cl>CCCCCC.ClCCl>[CH3:24][C:23]([C:11]1[CH:10]=[C:9]([O:8][CH2:7][C:6]([F:21])([F:22])[F:5])[CH:14]=[CH:13][C:12]=1[O:15][CH2:16][C:17]([F:20])([F:19])[F:18])=[O:25] |f:0.1.2.3|. Run in CCCCCC (Hexane), ClCCl (dichloromethane), ClCCl (dichloromethane). The yield is 90.0%. Yields the product CC(=O)C1=C(C=CC(=C1)OCC(F)(F)F)OCC(F)(F)F (2,5-bis(2,2,2-trifluoroethoxy)acetophenone). The reactants are [Cl-].[Al+3].[Cl-].[Cl-] (aluminum chloride), Cl (hydrochloric acid), FC(COC1=CC=C(C=C1)OCC(F)(F)F)(F)F (1,4-bis(2,2,2-trifluoroethoxy)benzene), C(C)(=O)OC(C)=O (acetic anhydride). Procedure: To a mixture of 2.43 moles (324 g.) of aluminum chloride in 648 ml. of dichloromethane is added a solution of 0.88 mole (274 g.) of 1,4-bis(2,2,2-trifluoroethoxy)benzene and 0.97 mole (92 ml.) of acetic anhydride in 880 ml. of dichloromethane over a 3 hour period while maintaining the temperature at above 0° C. The reaction mixture is then heated to its reflux temperature and stirred at reflux for 5 hours. The progress of the reaction is followed using thin-layer chromatography. The reaction mix... Reactants: CC(=O)NCCCC(=O)c1ccc(Cl)cc1CCC(=O)O, O=C(n1ccnc1)n1ccnc1, CCN(C(C)C)C(C)C, Cl, CCOC(=O)CN, C1CCOC1. The product is CCOC(=O)CNC(=O)CCc1cc(Cl)ccc1C(=O)CCCNC(C)=O. RXN SMILES: [C:1]([CH3:2])(=[O:3])[NH:4][CH2:5][CH2:6][CH2:7][C:8](=[O:9])[c:10]1[c:11]([CH2:12][CH2:13][C:14](=[O:15])[OH:16])[cH:17][c:18]([Cl:21])[cH:19][cH:20]1.[C:22]([n:23]1[cH:24][cH:25][n:26][cH:27]1)([n:28]1[cH:29][cH:30][n:31][cH:32]1)=[O:33].[CH2:34]([N:35]([CH:36]([CH3:37])[CH3:38])[CH:39]([CH3:40])[CH3:41])[CH3:42].[ClH:43].[NH2:44][CH2:45][C:46](=[O:47])[O:48][CH2:49][CH3:50].[O:51]1[CH2:52][CH2:53][CH2:54][CH2:55]1>>[C:1]([CH3:2])(=[O:3])[NH:4][CH2:5][CH2:6][CH2:7][C:8](=[O:9])[c:10]1[c:11]([CH2:12][CH2:13][C:14](=[O:16])[NH:44][CH2:45][C:46](=[O:47])[O:48][CH2:49][CH3:50])[cH:17][c:18]([Cl:21])[cH:19][cH:20]1. Reactants: BrC=1C=CC=2N(C1)C(=CN2)I (6-bromo-3-iodoimidazo[1,2-a]pyridine), P(=O)([O-])([O-])[O-].[K+].[K+].[K+] (potassium phosphate), tetrakistriphenyl phosphine palladium, C(CCO)O (1,3-propane diol), COC1=CC=C(C=C1)B(O)O (4-methoxyphenylboronic acid). Run in CN(C=O)C (N,N-dimethylformamide), C(C)OCC (diethyl ether). Conditions: time 1 hour. Yields the product BrC=1C=CC=2N(C1)C(=CN2)C2=CC=C(C=C2)OC (6-Bromo-3-(4-methoxyphenyl)imidazo[1,2-a]pyridine). The yield is 78.9%. Reaction SMILES: C(O)CCO.[CH3:6][O:7][C:8]1[CH:13]=[CH:12][C:11](B(O)O)=[CH:10][CH:9]=1.[Br:17][C:18]1[CH:19]=[CH:20][C:21]2[N:22]([C:24](I)=[CH:25][N:26]=2)[CH:23]=1.P([O-])([O-])([O-])=O.[K+].[K+].[K+]>C(OCC)C.CN(C)C=O>[Br:17][C:18]1[CH:19]=[CH:20][C:21]2[N:22]([C:24]([C:11]3[CH:12]=[CH:13][C:8]([O:7][CH3:6])=[CH:9][CH:10]=3)=[CH:25][N:26]=2)[CH:23]=1 |f:3.4.5.6|. Reported procedure: 0.81 mL 1,3-propane diol was added to a suspension of 1.69 g 4-methoxyphenylboronic acid in 15 mL diethyl ether, and the mixture was stirred a room temperature for 1 hour. Formed water was removed, and the organic solvent was evaporated, whereby an oil was obtained. 2.7 g 6-bromo-3-iodoimidazo[1,2-a]pyridine (compound in Production Example 49), 3.5 g potassium phosphate, 483 mg tetrakistriphenyl phosphine palladium and 40 mL N,N-dimethylformamide were added thereto and heated at 90° C. for 3 hou... Starting materials: CC(=O)O[BH-](OC(C)=O)OC(C)=O, O=C([O-])O, ClC(Cl)Cl, O=Cc1ccc(F)cc1F, CC(C)n1ncnc1-c1nc2c(s1)CCOc1ccc(C3CNC3)cc1-2, [Na+], [Na+]. Product: CC(C)n1ncnc1-c1nc2c(s1)CCOc1ccc(C3CN(Cc4ccc(F)cc4F)C3)cc1-2. As a reaction SMILES: [C:37]([O:38][BH-:39]([O:40][C:41](=[O:42])[CH3:43])[O:44][C:45](=[O:46])[CH3:47])(=[O:48])[CH3:49].[C:51](=[O:52])([OH:53])[O-:54].[CH:56]([Cl:57])([Cl:58])[Cl:59].[F:27][c:28]1[c:29]([CH:30]=[O:31])[cH:32][cH:33][c:34]([F:36])[cH:35]1.[NH:1]1[CH2:2][CH:3]([c:5]2[cH:6][cH:7][c:8]3[c:9]([cH:26]2)-[c:10]2[n:11][c:12](-[c:18]4[n:19]([CH:23]([CH3:24])[CH3:25])[n:20][cH:21][n:22]4)[s:13][c:14]2[CH2:15][CH2:16][O:17]3)[CH2:4]1.[Na+:50].[Na+:55]>>[N:1]1([CH2:30][c:29]2[c:28]([F:27])[cH:35][c:34]([F:36])[cH:33][cH:32]2)[CH2:2][CH:3]([c:5]2[cH:6][cH:7][c:8]3[c:9]([cH:26]2)-[c:10]2[n:11][c:12](-[c:18]4[n:19]([CH:23]([CH3:24])[CH3:25])[n:20][cH:21][n:22]4)[s:13][c:14]2[CH2:15][CH2:16][O:17]3)[CH2:4]1. Starting materials: C(C1=CC=CC=C1)OC(=O)NC1=CN=C(N(C1=O)CC(=O)NC(C(C(F)(F)F)=O)C(C)C)C1=CC=C(C=C1)[N+](=O)[O-] (2-[5-benzyloxycarbonylamino-2-(4-nitrophenyl)-6-oxo-1,6-dihydro-1-pyrimidinyl]-N-(3,3,3-trifluoro-1-isopropyl-2-oxopropyl)acetamide), CO (Methanol). The reagents and catalysts are [Fe] (iron). The solvent is C(=O)O (formic acid). Run at time 8 hour. Yields the product C(C1=CC=CC=C1)OC(=O)NC1=CN=C(N(C1=O)CC(=O)NC(C(C(F)(F)F)=O)C(C)C)C1=CC=C(C=C1)NC=O (2-[5-Benzyloxycarbonylamino-2-(4-formylaminophenyl)-6-oxo-1,6-dihydro-1-pyrimidinyl]-N-(3,3,3-trifluoro-1-isopropyl-2-oxopropyl)acetamide). RXN SMILES: [CH2:1]([O:8][C:9]([NH:11][C:12]1[C:17](=[O:18])[N:16]([CH2:19][C:20]([NH:22][CH:23]([CH:30]([CH3:32])[CH3:31])[C:24](=[O:29])[C:25]([F:28])([F:27])[F:26])=[O:21])[C:15]([C:33]2[CH:38]=[CH:37][C:36]([N+:39]([O-])=O)=[CH:35][CH:34]=2)=[N:14][CH:13]=1)=[O:10])[C:2]1[CH:7]=[CH:6][CH:5]=[CH:4][CH:3]=1.[CH3:42][OH:43]>C(O)=O.[Fe]>[CH2:1]([O:8][C:9]([NH:11][C:12]1[C:17](=[O:18])[N:16]([CH2:19][C:20]([NH:22][CH:23]([CH:30]([CH3:32])[CH3:31])[C:24](=[O:29])[C:25]([F:28])([F:27])[F:26])=[O:21])[C:15]([C:33]2[CH:38]=[CH:37][C:36]([NH:39][CH:42]=[O:43])=[CH:35][CH:34]=2)=[N:14][CH:13]=1)=[O:10])[C:2]1[CH:7]=[CH:6][CH:5]=[CH:4][CH:3]=1. Procedure details: To a solution of 2-[5-benzyloxycarbonylamino-2-(4-nitrophenyl)-6-oxo-1,6-dihydro-1-pyrimidinyl]-N-(3,3,3-trifluoro-1-isopropyl-2-oxopropyl)acetamide (2.02 g) in 90% aqueous formic acid (56 mL) was added iron powder (3.9 g). The mixture was stirred at room temperature overnight. Methanol was added and the reaction mixture filtered through diatomaceous earth to remove the excess iron. Ethyl acetate was added and the resultant solution washed with water (twice), brine, then dried (MgSO4) and evapor... Reactants: [BH4-], CCCCc1nc(C(C)=O)c(C#N)n1Cc1ccc(-c2ccccc2C(=O)O)cc1, CCO, CC(C)O, Cl, [Na+]. Yields the product CCCCc1nc(C(C)O)c(C#N)n1Cc1ccc(-c2ccccc2C(=O)O)cc1. RXN SMILES: [BH4-:1].[C:3]([CH3:4])(=[O:5])[c:6]1[n:7][c:8]([CH2:29][CH2:30][CH2:31][CH3:32])[n:9]([CH2:13][c:14]2[cH:15][cH:16][c:17](-[c:20]3[c:21]([C:26](=[O:27])[OH:28])[cH:22][cH:23][cH:24][cH:25]3)[cH:18][cH:19]2)[c:10]1[C:11]#[N:12].[CH3:38][CH2:39][OH:40].[CH:34]([OH:35])([CH3:36])[CH3:37].[ClH:33].[Na+:2]>>[CH:3]([CH3:4])([OH:5])[c:6]1[n:7][c:8]([CH2:29][CH2:30][CH2:31][CH3:32])[n:9]([CH2:13][c:14]2[cH:15][cH:16][c:17](-[c:20]3[c:21]([C:26](=[O:27])[OH:28])[cH:22][cH:23][cH:24][cH:25]3)[cH:18][cH:19]2)[c:10]1[C:11]#[N:12]. Reactants: [I-].C[N+]1(C(CC2CCCCC12)C)C (1,1,2-trimethyloctahydroindolium iodide), O (water). The solvent is C(C[*:2])[*:1] (polyethylene). Reaction conditions: time 8 hour. Product: [OH-].C[N+]1(C(CC2CCCCC12)C)C (1,1,2-trimethyloctahydroindolium hydroxide). Isolated yield 96.0%. As a reaction SMILES: [I-].[CH3:2][N+:3]1([CH3:13])[CH:11]2[CH:6]([CH2:7][CH2:8][CH2:9][CH2:10]2)[CH2:5][CH:4]1[CH3:12].[OH2:14]>>[OH-:14].[CH3:2][N+:3]1([CH3:13])[CH:11]2[CH:6]([CH2:7][CH2:8][CH2:9][CH2:10]2)[CH2:5][CH:4]1[CH3:12] |f:0.1,3.4|. Reported procedure: The reaction afforded the desired quaternized salt in 88% yield (37 g) as off-white shinny powder. The obtained 1,1,2-trimethyloctahydroindolium iodide was dissolved in 130 ml of deionized water in 250 ml polyethylene plastic bottle. To the solution, 41 g of Bio-Rad AG 1-X8 ion exchange resins was added and the slurry was gently stirred at room temperature overnight. The slurry was then filtered and the resin was rinsed with additional 50 ml water (deionized). A small aliquot of the water layer ...